From a dataset of the Open Reaction Database (ORD), a public repository of structured organic reaction records. describe an organic reaction: reactants, conditions, products, and yield Reactants: COC(=O)C(Cc1cn(C(c2ccccc2)(c2ccccc2)c2ccccc2)cn1)OC, CO, [Na+], C1CCOC1, [OH-], O. Product: COC(Cc1cn(C(c2ccccc2)(c2ccccc2)c2ccccc2)cn1)C(=O)O. Reaction SMILES: [CH3:1][O:2][CH:3]([C:4](=[O:5])[O:6][CH3:7])[CH2:8][c:9]1[n:10][cH:11][n:12]([C:14]([c:15]2[cH:16][cH:17][cH:18][cH:19][cH:20]2)([c:21]2[cH:22][cH:23][cH:24][cH:25][cH:26]2)[c:27]2[cH:28][cH:29][cH:30][cH:31][cH:32]2)[cH:13]1.[CH3:40][OH:41].[Na+:34].[O:35]1[CH2:36][CH2:37][CH2:38][CH2:39]1.[OH-:33].[OH2:42]>>[CH3:1][O:2][CH:3]([C:4](=[O:5])[OH:6])[CH2:8][c:9]1[n:10][cH:11][n:12]([C:14]([c:15]2[cH:16][cH:17][cH:18][cH:19][cH:20]2)([c:21]2[cH:22][cH:23][cH:24][cH:25][cH:26]2)[c:27]2[cH:28][cH:29][cH:30][cH:31][cH:32]2)[cH:13]1.